This data is from the Open Reaction Database (ORD), a public repository of structured organic reaction records. The task is: describe an organic reaction: reactants, conditions, products, and yield Reactants: FC(C(=CC1=CC=2C(CCC(C2C=C1)(C)C)(C)C)C1=CC=C(C#N)C=C1)(F)F (4-[1-trifluoromethyl-2-(5,6,7,8-tetrahydro-5,5,8,8-tetramethyl-2-naphthalenyl)-1-ethenyl]benzonitrile), C(CCC)[Sn](CCCC)=O (Dibutyl tin oxide), C[Si](C)(C)N=[N+]=[N-] (trimethylsilyl azide), FC(C(=CC1=CC=2C(CCC(C2C=C1)(C)C)(C)C)C1=CC=C(C#N)C=C1)(F)F (4-[1-trifluoromethyl-2-(5,6,7,8-tetrahydro-5,5,8,8-tetramethyl-2-naphthalenyl)-1-ethenyl]benzonitrile), FC(C(=CC1=CC=2C(CCC(C2C=C1)(C)C)(C)C)C1=CC=C(C#N)C=C1)(F)F (4-[1-trifluoromethyl-2-(5,6,7,8-tetrahydro-5,5,8,8-tetramethyl-2-naphthalenyl)-1-ethenyl]benzonitrile). Solvent: C1(=CC=CC=C1)C (toluene). Reaction conditions: temperature 110 celsius. Yields the product FC(C(=CC1=CC=2C(CCC(C2C=C1)(C)C)(C)C)C1=CC=C(C=C1)C1=NN=NN1)(F)F (5-[4-[1-trifluoromethyl-2-(5,6,7,8-tetrahydro-5,5,8,8-tetramethyl-2-naphthalenyl)-1-ethenyl]phenyl]-1H-tetrazole). Yield: 58.0%. RXN SMILES: C([Sn](=O)CCCC)CCC.C[Si]([N:15]=[N+:16]=[N-:17])(C)C.[F:18][C:19]([F:45])([F:44])[C:20]([C:36]1[CH:43]=[CH:42][C:39]([C:40]#[N:41])=[CH:38][CH:37]=1)=[CH:21][C:22]1[CH:31]=[CH:30][C:29]2[C:28]([CH3:33])([CH3:32])[CH2:27][CH2:26][C:25]([CH3:35])([CH3:34])[C:24]=2[CH:23]=1>C1(C)C=CC=CC=1>[F:18][C:19]([F:44])([F:45])[C:20]([C:36]1[CH:43]=[CH:42][C:39]([C:40]2[NH:41][N:17]=[N:16][N:15]=2)=[CH:38][CH:37]=1)=[CH:21][C:22]1[CH:31]=[CH:30][C:29]2[C:28]([CH3:33])([CH3:32])[CH2:27][CH2:26][C:25]([CH3:35])([CH3:34])[C:24]=2[CH:23]=1. Reported procedure: Dibutyl tin oxide (15.1 mg, 10% mol) and trimethylsilyl azide (0.16 ml, 1.22 mmol), are added successively to a solution of the (E) compound 4-[1-trifluoromethyl-2-(5,6,7,8-tetrahydro-5,5,8,8-tetramethyl-2-naphthalenyl)-1-ethenyl]benzonitrile (0.24 g, 0.61 mmol) in anhydrous toluene (1.25 ml). The reaction medium is heated for 16 hours at reflux (110° C.) under an atmosphere of argon and with magnetic stirring. The mixture is purified by flash chromatography on silica (eluent CH2Cl2 then MeOH:CH... The reactants are BrC1=CC=C(C=C1)OC (1-bromo-4-methoxybenzene), OC=1C=C(C=CC1)B(O)O (3-hydroxyphenylboronic acid), C([O-])([O-])=O.[K+].[K+] (potassium carbonate), CC(=O)C (acetone). The reagents and catalysts are CC(=O)[O-].CC(=O)[O-].[Pd+2] (Pd(OAc)2). Solvent: O (H2O). Run at time 20 minute. The product is COC1=CC=C(C=C1)C1=CC(=CC=C1)O (4′-methoxy-[1,1′-biphenyl]-3-ol), solid. Isolated yield 78.0%. Reaction SMILES: Br[C:2]1[CH:7]=[CH:6][C:5]([O:8][CH3:9])=[CH:4][CH:3]=1.[OH:10][C:11]1[CH:12]=[C:13](B(O)O)[CH:14]=[CH:15][CH:16]=1.C(=O)([O-])[O-].[K+].[K+].CC(C)=O>CC([O-])=O.CC([O-])=O.[Pd+2].O>[CH3:9][O:8][C:5]1[CH:6]=[CH:7][C:2]([C:15]2[CH:14]=[CH:13][CH:12]=[C:11]([OH:10])[CH:16]=2)=[CH:3][CH:4]=1 |f:2.3.4,6.7.8|. Reported procedure: Nitrogen was bubbled through a mixture of 1-bromo-4-methoxybenzene (5.0 g, 26.8 mmol), 3-hydroxyphenylboronic acid (6.8 g, 49.6 mmol), aqueous potassium carbonate (2 M, 20 mL, 40 mmol), acetone (170 mL) and H2O (300 mL) for 5 minutes. Pd(OAc)2 (800 mg, 3.55 mmol) was added and the mixture was stirred under a nitrogen atmosphere at room temperature for 20 minutes, after which time LC-MS analysis showed the reaction to be complete. The reaction mixture was concentrated under vacuum then diluted wi... Procedure details: The product was obtained starting from 1-(2,2-Difluoro-benzo[1,3]dioxol-5-yl)-3-((E)-3-dimethylamino-acryloyl)-1H-pyridazin-4-one (A-11) and (3-methane sulfonyl-phenyl)-hydrazine according to the method described for example 91. MS: M=473.2 (M+H)+ Product: FC1(OC2=C(O1)C=CC(=C2)N2N=C(C(C=C2)=O)C=2N(N=CC2)C2=CC(=CC=C2)S(=O)(=O)C)F (1-(2,2-Difluoro-benzo[1,3]dioxol-5-yl)-3-[2-(3-methanesulfonyl-phenyl)-2H-pyrazol-3-yl]-1H-pyridazin-4-one). As a reaction SMILES: [F:1][C:2]1([F:25])[O:6][C:5]2[CH:7]=[CH:8][C:9]([N:11]3[CH:16]=[CH:15][C:14](=[O:17])[C:13]([C:18](=O)/[CH:19]=[CH:20]/N(C)C)=[N:12]3)=[CH:10][C:4]=2[O:3]1.[CH3:26][S:27]([C:30]1[CH:31]=[C:32]([NH:36][NH2:37])[CH:33]=[CH:34][CH:35]=1)(=[O:29])=[O:28]>>[F:25][C:2]1([F:1])[O:6][C:5]2[CH:7]=[CH:8][C:9]([N:11]3[CH:16]=[CH:15][C:14](=[O:17])[C:13]([C:18]4[N:36]([C:32]5[CH:33]=[CH:34][CH:35]=[C:30]([S:27]([CH3:26])(=[O:29])=[O:28])[CH:31]=5)[N:37]=[CH:20][CH:19]=4)=[N:12]3)=[CH:10][C:4]=2[O:3]1. The reactants are FC1(OC2=C(O1)C=CC(=C2)N2N=C(C(C=C2)=O)C(\C=C\N(C)C)=O)F (1-(2,2-Difluoro-benzo[1,3]dioxol-5-yl)-3-((E)-3-dimethylamino-acryloyl)-1H-pyridazin-4-one), CS(=O)(=O)C=1C=C(C=CC1)NN ((3-methane sulfonyl-phenyl)-hydrazine). The reactants are Brc1cnc2c(c1)CC1(CN3CCC1CC3)O2, CC[Sn](CC)(CC)c1csc(C)n1. Product: Cc1nc(-c2cnc3c(c2)CC2(CN4CCC2CC4)O3)cs1. As a reaction SMILES: [Br:1][c:2]1[cH:3][c:4]2[c:5]([n:6][cH:7]1)[O:8][C:9]1([CH2:10][N:11]3[CH2:12][CH2:13][CH:14]1[CH2:15][CH2:16]3)[CH2:17]2.[CH3:18][c:19]1[s:20][cH:21][c:22]([Sn:24]([CH2:25][CH3:26])([CH2:27][CH3:28])[CH2:29][CH3:30])[n:23]1>>[c:2]1(-[c:22]2[cH:21][s:20][c:19]([CH3:18])[n:23]2)[cH:3][c:4]2[c:5]([n:6][cH:7]1)[O:8][C:9]1([CH2:10][N:11]3[CH2:12][CH2:13][CH:14]1[CH2:15][CH2:16]3)[CH2:17]2. The reactants are BrN1C(CCC1=O)=O (N-Bromosuccinimide), ClC=1C=2N(C=CN1)C(=NC2)[C@H]2N(CCC2)C(=O)OCC2=CC=CC=C2 ((S)-benzyl 2-(8-chloroimidazo[1,5-a]pyrazin-3-yl)pyrrolidine-1-carboxylate), O (water), C(C)(=O)OCC (ethyl acetate). The solvent is CN(C)C=O (DMF), [Cl-].[Na+].O (brine). Run at time 3 hour. The product is BrC=1N=C(N2C1C(=NC=C2)Cl)[C@H]2N(CCC2)C(=O)OCC2=CC=CC=C2 ((S)-benzyl 2-(1-bromo-8-chloroimidazo[1,5-a]pyrazin-3-yl)pyrrolidine-1-carboxylate). Isolated yield 83.2%. As a reaction SMILES: [Br:1]N1C(=O)CCC1=O.[Cl:9][C:10]1[C:11]2[N:12]([C:16]([C@@H:19]3[CH2:23][CH2:22][CH2:21][N:20]3[C:24]([O:26][CH2:27][C:28]3[CH:33]=[CH:32][CH:31]=[CH:30][CH:29]=3)=[O:25])=[N:17][CH:18]=2)[CH:13]=[CH:14][N:15]=1.O.C(OCC)(=O)C>CN(C=O)C.[Cl-].[Na+].O>[Br:1][C:18]1[N:17]=[C:16]([C@@H:19]2[CH2:23][CH2:22][CH2:21][N:20]2[C:24]([O:26][CH2:27][C:28]2[CH:33]=[CH:32][CH:31]=[CH:30][CH:29]=2)=[O:25])[N:12]2[CH:13]=[CH:14][N:15]=[C:10]([Cl:9])[C:11]=12 |f:5.6.7|. Reported procedure: N-Bromosuccinimide (24.69 mmol, 4.4 g) was added to a stirred solution of (S)-benzyl 2-(8-chloroimidazo[1,5-a]pyrazin-3-yl)pyrrolidine-1-carboxylate (24.94 mmol, 8.9 g) in DMF (145 mL). The reaction was stirred 3 h at rt. The mixture was poured (slowly) in a stirred mixture of water (145 mL), ethyl acetate (145 mL) and brine (145 mL). The mixture was then transferred into a separating funnel and extracted. The water layer was extracted with 2×145 mL ethyl acetate. The combined organic layers wer...